From a dataset of the Open Reaction Database (ORD), a public repository of structured organic reaction records. describe an organic reaction: reactants, conditions, products, and yield Reactants: Cl.Cl.Cl.S1C=CC=2C(=NC=CC21)N2CCN(CC2)CC[C@@H]2CC[C@H](CC2)N (trans-4-[2-(4-thieno[3,2-c]pyridin-4-yl-piperazin-1-yl)-ethyl]-cyclohexylamine trihydrochloride), Cl.Cl.Cl.S1C=CC=2C(=NC=CC21)N2CCN(CC2)CC[C@@H]2CC[C@H](CC2)N (trans-4-[2-(4-thieno[3,2-c]pyridin-4-yl-piperazin-1-yl)-ethyl]-cyclohexylamine trihydrochloride), COCCC(=O)O (3-methoxypropionic acid). RXN SMILES: Cl.Cl.Cl.[S:4]1[C:12]2[CH:11]=[CH:10][N:9]=[C:8]([N:13]3[CH2:18][CH2:17][N:16]([CH2:19][CH2:20][C@H:21]4[CH2:26][CH2:25][C@H:24]([NH2:27])[CH2:23][CH2:22]4)[CH2:15][CH2:14]3)[C:7]=2[CH:6]=[CH:5]1.[CH3:28][O:29][CH2:30][CH2:31][C:32](O)=[O:33]>>[CH3:28][O:29][CH2:30][CH2:31][C:32]([NH:27][C@H:24]1[CH2:25][CH2:26][C@H:21]([CH2:20][CH2:19][N:16]2[CH2:17][CH2:18][N:13]([C:8]3[C:7]4[CH:6]=[CH:5][S:4][C:12]=4[CH:11]=[CH:10][N:9]=3)[CH2:14][CH2:15]2)[CH2:22][CH2:23]1)=[O:33] |f:0.1.2.3|. The product is COCCC(=O)N[C@@H]1CC[C@H](CC1)CCN1CCN(CC1)C1=NC=CC2=C1C=CS2 (3-Methoxy-N-{trans-4-[2-(4-thieno[3,2-c]pyridin-4-yl-piperazin-1-yl)-ethyl]-cyclohexyl}-propionamide). Procedure details: The title compound was prepared in analogy to example 4 starting from trans-4-[2-(4-thieno[3,2-c]pyridin-4-yl-piperazin-1-yl)-ethyl]-cyclohexylamine trihydrochloride (intermediate B) (100 mg, 0.22 mmol) and 3-methoxypropionic acid (24 mg, 0.23 mmol). Purification by flash chromatography on silica gel (CH2Cl2/MeOH 95:5). White crystals (61 mg, 64%), MS (ISP) m/z=431.3 [(M+H)+]. Reactants: N1(N=NN=C1)C1=CC=C(OCC2=NC=C(C=C2)C2CCN(CC2)C(=O)OCCCC)C=C1 (butyl 4-[2-[4-(tetrazol-1-yl)phenoxymethyl]pyridin-5-yl]piperidine-1-carboxylate), C(C)C=1C=NC(=NC1)Br (5-ethyl-2-bromopyrimidine). Yields the product C(C)C=1C=NC(=NC1)N1CCC(CC1)C=1C=CC(=NC1)COC1=CC=C(C=C1)N1N=NN=C1 (5-Ethyl-2-[4-[2-[4-(tetrazol-1-yl)phenoxymethyl]pyridin-5-yl]piperidin-1-yl]pyrimidine), Example 48. The yield is 38.0%. Reaction SMILES: [N:1]1([C:6]2[CH:32]=[CH:31][C:9]([O:10][CH2:11][C:12]3[CH:17]=[CH:16][C:15]([CH:18]4[CH2:23][CH2:22][N:21]([C:24](OCCCC)=O)[CH2:20][CH2:19]4)=[CH:14][N:13]=3)=[CH:8][CH:7]=2)[CH:5]=[N:4][N:3]=[N:2]1.[CH2:33]([C:35]1[CH:36]=[N:37]C(Br)=[N:39][CH:40]=1)[CH3:34]>>[CH2:33]([C:35]1[CH:36]=[N:37][C:24]([N:21]2[CH2:20][CH2:19][CH:18]([C:15]3[CH:16]=[CH:17][C:12]([CH2:11][O:10][C:9]4[CH:31]=[CH:32][C:6]([N:1]5[CH:5]=[N:4][N:3]=[N:2]5)=[CH:7][CH:8]=4)=[N:13][CH:14]=3)[CH2:23][CH2:22]2)=[N:39][CH:40]=1)[CH3:34]. Reported procedure: The title compound was prepared from tort-butyl 4-[2-[4-(tetrazol-1-yl)phenoxymethyl]pyridin-5-yl]piperidine-1-carboxylate (Example 17) (26 mg, 0.06 mmol) and 5-ethyl-2-bromopyrimidine (14 μL, 0.12 mmol) following a procedure analogous to that in Example 48 as a white crystal (10 mg, yield 38%).